Dataset: the Open Reaction Database (ORD), a public repository of structured organic reaction records. Task: describe an organic reaction: reactants, conditions, products, and yield Starting materials: Nc1cc(Cl)ccc1NCc1ccccc1, CCOC(=O)N1CCC(N=C=S)CC1, C1CCOC1. Yields the product CCOC(=O)N1CCC(NC(=S)Nc2cc(Cl)ccc2NCc2ccccc2)CC1. RXN SMILES: [Cl:15][c:16]1[cH:17][c:18]([NH2:30])[c:19]([NH:22][CH2:23][c:24]2[cH:25][cH:26][cH:27][cH:28][cH:29]2)[cH:20][cH:21]1.[N:1](=[C:2]=[S:3])[CH:4]1[CH2:5][CH2:6][N:7]([C:10](=[O:11])[O:12][CH2:13][CH3:14])[CH2:8][CH2:9]1.[O:31]1[CH2:32][CH2:33][CH2:34][CH2:35]1>>[NH:1]([C:2](=[S:3])[NH:30][c:18]1[cH:17][c:16]([Cl:15])[cH:21][cH:20][c:19]1[NH:22][CH2:23][c:24]1[cH:25][cH:26][cH:27][cH:28][cH:29]1)[CH:4]1[CH2:5][CH2:6][N:7]([C:10](=[O:11])[O:12][CH2:13][CH3:14])[CH2:8][CH2:9]1. Reactants: C=1(C(=CC=CC1)C(=O)N)C.NC=1C(=NC=CN1)C(=O)O (3-aminopyrazine-2carboxylic acid o-toluamide), C(C)(=O)OC(C)=O (acetic anhydride). The product is C=1(C(=CC=CC1)C(=O)N)C.C(C)(=O)NC=1C(=NC=CN1)C(=O)O (3-acetamidopyrazine-2-carboxylic acid o-toluamide). Yield: 76.0%. Reaction SMILES: [C:1]1([CH3:10])[C:2]([C:7]([NH2:9])=[O:8])=[CH:3][CH:4]=[CH:5][CH:6]=1.[NH2:11][C:12]1[C:13]([C:18]([OH:20])=[O:19])=[N:14][CH:15]=[CH:16][N:17]=1.[C:21](OC(=O)C)(=[O:23])[CH3:22]>>[C:1]1([CH3:10])[C:2]([C:7]([NH2:9])=[O:8])=[CH:3][CH:4]=[CH:5][CH:6]=1.[C:21]([NH:11][C:12]1[C:13]([C:18]([OH:20])=[O:19])=[N:14][CH:15]=[CH:16][N:17]=1)(=[O:23])[CH3:22] |f:0.1,3.4|. Reported procedure: A mixture of 3-aminopyrazine-2carboxylic acid o-toluamide (1.0 g, 4.39 mmol) and acetic anhydride (12 mL) was refluxed 2 hours. The solvent was removed and the residue was triturated with hot ethyl acetate. The ethyl acetate slurry was cooled and the product was collected and rinsed with ether to afford 0.893 g (76%) of 3-acetamidopyrazine-2-carboxylic acid o-toluamide. Starting materials: [OH-].[Na+] (sodium hydroxide), N1C=NC=C1 (imidazole), 1-benzimidazole, C(C1=CC=CC=C1)Cl (benzyl chloride). Solvent: O (water). Reaction conditions: temperature 50 celsius, time 30 minute. Yields the product C(C1=CC=CC=C1)N1C=NC=C1 (1-Benzylimidazole). RXN SMILES: [OH-].[Na+].[NH:3]1[CH:7]=[CH:6][N:5]=[CH:4]1.[CH2:8](Cl)[C:9]1[CH:14]=[CH:13][CH:12]=[CH:11][CH:10]=1>O>[CH2:8]([N:3]1[CH:7]=[CH:6][N:5]=[CH:4]1)[C:9]1[CH:14]=[CH:13][CH:12]=[CH:11][CH:10]=1 |f:0.1|. Procedure: 260 ml of 50% strength sodium hydroxide solution, 102 g (1.5 mol) of imidazole and 18 g (0.11 mol) of 1-benzimidazole were introduced into a 1 1 four-neck flask with stirrer, thermometer, dropping funnel and reflux condenser, and 209 g (1.65 mol) of benzyl chloride were added dropwise at 50° C., cooling with a water bath. After the addition was complete, the mixture was stirred at 50° C. for 30 min. and then diluted with 350 g of water in order to dissolve the salts completely. The organic phase... Starting materials: CN(CCO)C(=O)Nc1nnc(C(F)(F)F)s1, O=S(Cl)Cl, c1ccccc1. The product is CN(CCCl)C(=O)Nc1nnc(C(F)(F)F)s1. Reaction SMILES: [OH:1][CH2:2][CH2:3][N:4]([C:5](=[O:6])[NH:7][c:8]1[n:9][n:10][c:11]([C:13]([F:14])([F:15])[F:16])[s:12]1)[CH3:17].[S:18]([Cl:19])([Cl:20])=[O:21].[cH:22]1[cH:23][cH:24][cH:25][cH:26][cH:27]1>>[CH2:2]([CH2:3][N:4]([C:5](=[O:6])[NH:7][c:8]1[n:9][n:10][c:11]([C:13]([F:14])([F:15])[F:16])[s:12]1)[CH3:17])[Cl:20].